Dataset: the Open Reaction Database (ORD), a public repository of structured organic reaction records. Task: describe an organic reaction: reactants, conditions, products, and yield As a reaction SMILES: [C:1]([O:7][CH2:8][CH2:9][C:10]#[N:11])(=[O:6])[CH2:2][C:3]([CH3:5])=O.[NH3:12]>CO>[NH2:12][C:3]([CH3:5])=[CH:2][C:1]([O:7][CH2:8][CH2:9][C:10]#[N:11])=[O:6]. Product: NC(=CC(=O)OCCC#N)C (2-cyanoethyl 3-aminobut-2-enoate). Reactants: C(CC(=O)C)(=O)OCCC#N (2-cyanoethyl acetoacetate), N (ammonia). Solvent: CO (methanol). Conditions: time 8 hour. Procedure: To 10 mL of methanol was added 20 g (0.13 mole) of 2-cyanoethyl acetoacetate. The solution was cooled in ice and a slow stream of ammonia gas was passed through it for five hours. The reaction flask was stoppered and stored at 0° C. overnight. The resulting solid was collected, washed with a small amount of methanol and dried under high vacuum to give 11.1 g (0.072 mole) of 2-cyanoethyl 3-aminobut-2-enoate, 1H NMR 4.6 (s, 1H), 4.3 (t, 2H), 2.8 (t, 2H), 2.0(t, 3H).